This data is from the Open Reaction Database (ORD), a public repository of structured organic reaction records. The task is: describe an organic reaction: reactants, conditions, products, and yield Starting materials: CCOC(=O)c1cccc2c1OCCN2, [Li+], C1CCOC1, [OH-], O. Yields the product O=C(O)c1cccc2c1OCCN2. Reaction SMILES: [CH2:1]([CH3:2])[O:3][C:4](=[O:5])[c:6]1[cH:7][cH:8][cH:9][c:10]2[c:11]1[O:12][CH2:13][CH2:14][NH:15]2.[Li+:18].[O:19]1[CH2:20][CH2:21][CH2:22][CH2:23]1.[OH-:17].[OH2:16]>>[O:3]=[C:4]([OH:5])[c:6]1[cH:7][cH:8][cH:9][c:10]2[c:11]1[O:12][CH2:13][CH2:14][NH:15]2. The reactants are ClC1=C(C(=CC=C1)C)N1CCNCC1 (4-(2-chloro-6-methlphenyl)piperazine), [OH-].[Na+] (NaOH), ClCCC=CC=1C=C2CCC(NC2=CC1)=O (6-(4-chloro-1-butenyl)-3,4- dihydrocarbostyril), [I-].[Na+] (sodium iodide). Solvent: C(C)N(CC)CC (triethylamine), CCOCC (ether), CN(C=O)C (dimethylformamide). Run at temperature 50 celsius, time 1 hour. Product: ClC1=C(C(=CC=C1)C)N1CCN(CC1)CCC=CC=1C=C2CCC(NC2=CC1)=O (6-{4-[4-(2-chloro-6-methlphenyl)-1-piperazinyl]-1-butenyl}-3,4-dihydrocarbostyril). RXN SMILES: Cl[CH2:2][CH2:3][CH:4]=[CH:5][C:6]1[CH:7]=[C:8]2[C:13](=[CH:14][CH:15]=1)[NH:12][C:11](=[O:16])[CH2:10][CH2:9]2.[I-].[Na+].[Cl:19][C:20]1[CH:25]=[CH:24][CH:23]=[C:22]([CH3:26])[C:21]=1[N:27]1[CH2:32][CH2:31][NH:30][CH2:29][CH2:28]1.[OH-].[Na+]>CN(C)C=O.CCOCC.C(N(CC)CC)C>[Cl:19][C:20]1[CH:25]=[CH:24][CH:23]=[C:22]([CH3:26])[C:21]=1[N:27]1[CH2:28][CH2:29][N:30]([CH2:2][CH2:3][CH:4]=[CH:5][C:6]2[CH:7]=[C:8]3[C:13](=[CH:14][CH:15]=2)[NH:12][C:11](=[O:16])[CH2:10][CH2:9]3)[CH2:31][CH2:32]1 |f:1.2,4.5|. Procedure details: 2.8 Grams of 6-(4-chloro-1-butenyl)-3,4- dihydrocarbostyril and 2.1 g of sodium iodide were dissolved in 40 ml of dimethylformamide and stirred at 50° C. for 1 hour. To this solution were added 2.7 g of 4-(2-chloro-6-methlphenyl)piperazine and 1.5 g of triethylamine and the mixture was further stirred at 50° C. for 5 hours. The reaction mixture was concentrated under a reduced pressure to dryness to obtain a residue. To the residue were added 10N-NaOH and ether and stirred at a room temperature ... Reactants: Br, CC(=O)O, O=Cc1ccc(OC2CCCC2)c2oc3ccccc3c12. Yields the product O=Cc1ccc(O)c2oc3ccccc3c12. As a reaction SMILES: [BrH:22].[CH3:23][C:24](=[O:25])[OH:26].[CH:1]1([O:6][c:7]2[cH:8][cH:9][c:10]([CH:20]=[O:21])[c:11]3[c:12]2[o:13][c:14]2[c:15]3[cH:16][cH:17][cH:18][cH:19]2)[CH2:2][CH2:3][CH2:4][CH2:5]1>>[OH:6][c:7]1[cH:8][cH:9][c:10]([CH:20]=[O:21])[c:11]2[c:12]1[o:13][c:14]1[c:15]2[cH:16][cH:17][cH:18][cH:19]1. The reactants are C(C)(C)(C)OC(=O)N1CCC2=C(N(N=C2CC1)C1CCCCC1)OS(=O)(=O)C(F)(F)F (2-cyclohexyl-3-trifluoromethanesulfonyloxy-4,5,7,8-tetrahydro-2H-1,2,6-triaza-azulene-6-carboxylic acid tert-butyl ester), FC1=CC=C(C=C1)B(O)O (4-fluorophenylboronic acid). Product: C1(CCCCC1)N1N=C2CCNCCC2=C1C1=CC=C(C=C1)F (2-Cyclohexyl-3-(4-fluoro-phenyl)-2,4,5,6,7,8-hexahydro-1,2,6-triaza-azulene). Yield: 12.4%. As a reaction SMILES: C(OC([N:8]1[CH2:17][CH2:16][C:15]2[C:11](=[C:12](OS(C(F)(F)F)(=O)=O)[N:13]([CH:18]3[CH2:23][CH2:22][CH2:21][CH2:20][CH2:19]3)[N:14]=2)[CH2:10][CH2:9]1)=O)(C)(C)C.[F:32][C:33]1[CH:38]=[CH:37][C:36](B(O)O)=[CH:35][CH:34]=1>>[CH:18]1([N:13]2[C:12]([C:36]3[CH:37]=[CH:38][C:33]([F:32])=[CH:34][CH:35]=3)=[C:11]3[C:15]([CH2:16][CH2:17][NH:8][CH2:9][CH2:10]3)=[N:14]2)[CH2:19][CH2:20][CH2:21][CH2:22][CH2:23]1. Reported procedure: The title compound (17.2 mg) was prepared as in Example 177, Steps C and D, using 206.5 mg of 2-cyclohexyl-3-trifluoromethanesulfonyloxy-4,5,7,8-tetrahydro-2H-1,2,6-triaza-azulene-6-carboxylic acid tert-butyl ester (Example 177, Step B) and 193.2 mg of 4-fluorophenylboronic acid. MS (ESI): exact mass calculated for C19H24FN3, 313.41. found, m/z 314.5 [M+H]+. 1H NMR (500 MHz, CD3OD): 7.37-7.28 (m, 4H), 3.91-3.84 (m, 1H), 3.43-3.38 (m, 2H), 3.32-3.27 (m, 2H), 3.18-3.14 (m, 2H), 2.78-2.74 (m, 2H), ... Reactants: Cl (hydrochloric acid), [Na] (Sodium), COCCO (2-methoxyethanol), FC1=CC=C2C(NC=NC2=C1)=O (7-Fluoro-3,4-dihydroquinazolin-4-one). The solvent is O (water). The product is COCCOC1=CC=C2C(NC=NC2=C1)=O (7-(2-methoxyethoxy) 3,4-dihydroquinazolin-4-one). Isolated yield 58.0%. RXN SMILES: [Na].[CH3:2][O:3][CH2:4][CH2:5][OH:6].F[C:8]1[CH:17]=[C:16]2[C:11]([C:12](=[O:18])[NH:13][CH:14]=[N:15]2)=[CH:10][CH:9]=1.Cl>O>[CH3:2][O:3][CH2:4][CH2:5][O:6][C:8]1[CH:17]=[C:16]2[C:11]([C:12](=[O:18])[NH:13][CH:14]=[N:15]2)=[CH:10][CH:9]=1 |^1:0|. Procedure: Sodium (400 mg, 17 mmol) was added carefully to 2-methoxyethanol (10 ml) and the mixture heated at reflux for 30 minutes. 7-Fluoro-3,4-dihydroquinazolin-4-one (750 mg, 4.57 mmol) was added to the resulting solution and the mixture heated at reflux for 15 hours. The mixture was cooled and poured into water (250 ml). The mixture was acidified to pH4 with concentrated hydrochloric acid. The resulting solid product was collected by filtration, washed with water and then with ether, and dried under v... Reactants: C(C)OC(=O)C1=CC=C(C=C1)C1=C(C=CC(=C1)[N+](=O)[O-])OC (2′-Methoxy-5′-nitro-biphenyl-4-carboxylic acid ethyl ester), Cl (HCl). Solvent: C(C)O (ethanol). The product is Cl.C(C)OC(=O)C1=CC=C(C=C1)C1=C(C=CC(=C1)N)OC (5′-Amino-2′methoxy-biphenyl-4-carboxylic acid ethyl ester hydrochloride). RXN SMILES: [CH2:1]([O:3][C:4]([C:6]1[CH:11]=[CH:10][C:9]([C:12]2[CH:17]=[C:16]([N+:18]([O-])=O)[CH:15]=[CH:14][C:13]=2[O:21][CH3:22])=[CH:8][CH:7]=1)=[O:5])[CH3:2].[ClH:23]>C(O)C>[ClH:23].[CH2:1]([O:3][C:4]([C:6]1[CH:11]=[CH:10][C:9]([C:12]2[CH:17]=[C:16]([NH2:18])[CH:15]=[CH:14][C:13]=2[O:21][CH3:22])=[CH:8][CH:7]=1)=[O:5])[CH3:2] |f:3.4|. Reported procedure: 2′-Methoxy-5′-nitro-biphenyl-4-carboxylic acid ethyl ester (600 mg) in ethanol 90 ml) and 2M HCl (2.5 ml) was hydrogenated at RTP for 3 h. The mixture was then filtered through celite and the solvent evaporated. The dark solid residue was dissolved in 1:1 aqueous acetonitrile, filtered through celite again and evaporated giving the title compound as a red solid (595 mg). Starting materials: COCCOC (1,2-Dimethoxyethane), C(=O)([O-])[O-].[Na+].[Na+] (Na2CO3), C(C1=CC=CC=C1)N1CC2=C(N=C(N=C2N2C[C@H](N(CC2)S(=O)(=O)C2=C(C=CC=C2)[N+](=O)[O-])C)Cl)CC1 ((R)-6-benzyl-2-chloro-4-(3-methyl-4-((2-nitrophenyl)sulfonyl)piperazin-1-yl)-5,6,7,8-tetrahydropyrido[4,3-d]pyrimidine), CC1=CN(C2=CC=CC(=C12)B1OC(C(O1)(C)C)(C)C)S(=O)(=O)C1=CC=C(C)C=C1 (3-methyl-4-(4,4,5,5-tetramethyl-1,3,2-dioxaborolan-2-yl)-1-tosyl-1H-indole). Reagents/catalysts: C=1C=CC(=CC1)[P](C=2C=CC=CC2)(C=3C=CC=CC3)[Pd]([P](C=4C=CC=CC4)(C=5C=CC=CC5)C=6C=CC=CC6)([P](C=7C=CC=CC7)(C=8C=CC=CC8)C=9C=CC=CC9)[P](C=1C=CC=CC1)(C=1C=CC=CC1)C=1C=CC=CC1 (Pd(Ph3P)4). The solvent is CCOCC (Et2O), O (water). Run at temperature 140 celsius. The product is C(C1=CC=CC=C1)N1CC2=C(N=C(N=C2N2C[C@H](N(CC2)S(=O)(=O)C2=C(C=CC=C2)[N+](=O)[O-])C)C2=C3C(=CN(C3=CC=C2)S(=O)(=O)C2=CC=C(C)C=C2)C)CC1 ((R)-6-benzyl-2-(3-methyl-1-tosyl-1H-indol-4-yl)-4-(3-methyl-4-((2-nitrophenyl)sulfonyl)piperazin-1-yl)-5,6,7,8-tetrahydropyrido[4,3-d]pyrimidine). Reaction SMILES: COCCOC.[CH2:7]([N:14]1[CH2:43][CH2:42][C:17]2[N:18]=[C:19](Cl)[N:20]=[C:21]([N:22]3[CH2:27][CH2:26][N:25]([S:28]([C:31]4[CH:36]=[CH:35][CH:34]=[CH:33][C:32]=4[N+:37]([O-:39])=[O:38])(=[O:30])=[O:29])[C@H:24]([CH3:40])[CH2:23]3)[C:16]=2[CH2:15]1)[C:8]1[CH:13]=[CH:12][CH:11]=[CH:10][CH:9]=1.[CH3:44][C:45]1[C:53]2[C:48](=[CH:49][CH:50]=[CH:51][C:52]=2B2OC(C)(C)C(C)(C)O2)[N:47]([S:63]([C:66]2[CH:72]=[CH:71][C:69]([CH3:70])=[CH:68][CH:67]=2)(=[O:65])=[O:64])[CH:46]=1.C([O-])([O-])=O.[Na+].[Na+]>CCOCC.O.C1C=CC([P]([Pd]([P](C2C=CC=CC=2)(C2C=CC=CC=2)C2C=CC=CC=2)([P](C2C=CC=CC=2)(C2C=CC=CC=2)C2C=CC=CC=2)[P](C2C=CC=CC=2)(C2C=CC=CC=2)C2C=CC=CC=2)(C2C=CC=CC=2)C2C=CC=CC=2)=CC=1>[CH2:7]([N:14]1[CH2:43][CH2:42][C:17]2[N:18]=[C:19]([C:52]3[CH:51]=[CH:50][CH:49]=[C:48]4[C:53]=3[C:45]([CH3:44])=[CH:46][N:47]4[S:63]([C:66]3[CH:72]=[CH:71][C:69]([CH3:70])=[CH:68][CH:67]=3)(=[O:65])=[O:64])[N:20]=[C:21]([N:22]3[CH2:27][CH2:26][N:25]([S:28]([C:31]4[CH:36]=[CH:35][CH:34]=[CH:33][C:32]=4[N+:37]([O-:39])=[O:38])(=[O:30])=[O:29])[C@H:24]([CH3:40])[CH2:23]3)[C:16]=2[CH2:15]1)[C:8]1[CH:13]=[CH:12][CH:11]=[CH:10][CH:9]=1 |f:3.4.5,^1:88,90,109,128|. Reported procedure: 1,2-Dimethoxyethane (6.75 mL) was added to a 20 mL microwave vial containing a mixture of (R)-6-benzyl-2-chloro-4-(3-methyl-4-((2-nitrophenyl)sulfonyl)piperazin-1-yl)-5,6,7,8-tetrahydropyrido[4,3-d]pyrimidine (1.1 g, 2.03 mmol) and 3-methyl-4-(4,4,5,5-tetramethyl-1,3,2-dioxaborolan-2-yl)-1-tosyl-1H-indole (0.92 g, 2.23 mmol). Then 2M aqueous Na2CO3 was added and the reaction mixture was degassed via three argon/vacuum cycles, then charged with Pd(Ph3P)4 (0.234 g, 0.203 mmol). The vial was sealed...